This data is from the Open Reaction Database (ORD), a public repository of structured organic reaction records. The task is: describe an organic reaction: reactants, conditions, products, and yield The reactants are C1(CCCCC1)C(=O)C1CCCCC1 (dicyclohexyl ketone), [Cl-].[NH4+] (ammonium chloride), C1(=CC=CC=C1)C(N1CCN(CC1)C(=O)OC(C)(C)C)(C1=CC=CC=C1)C1=CC=CC=C1 (1,1-Dimethylethyl 4-(triphenylmethyl)-1-piperazine carboxylate), CN(CCN(C)C)C (tetramethylethylenediamine), solution, C(C)(CC)[Li] (sec-butyllithium), C1CCCCC1 (cyclohexane). Solvent: O1CCCC1 (tetrahydrofuran), O1CCCC1 (tetrahydrofuran), CCCCCC (hexane). Reaction conditions: temperature -78 celsius, time 2 hour. The product is C1(CCCCC1)C1(OC(N2C1CN(CC2)C(C2=CC=CC=C2)(C2=CC=CC=C2)C2=CC=CC=C2)=O)C2CCCCC2 (1,1-Dicyclohexyl-hexahydro-7-(triphenylmethyl)-3H-oxazolo[3,4-a]pyrazin-3-one). Yield: 75.3%. Reaction SMILES: [C:1]1([C:7]([C:27]2[CH:32]=[CH:31][CH:30]=[CH:29][CH:28]=2)([C:21]2[CH:26]=[CH:25][CH:24]=[CH:23][CH:22]=2)[N:8]2[CH2:13][CH2:12][N:11]([C:14](OC(C)(C)C)=[O:15])[CH2:10][CH2:9]2)[CH:6]=[CH:5][CH:4]=[CH:3][CH:2]=1.CN(C)CCN(C)C.C([Li])(CC)C.C1CCCCC1.[CH:52]1([C:58]([CH:60]2[CH2:65][CH2:64][CH2:63][CH2:62][CH2:61]2)=[O:59])[CH2:57][CH2:56][CH2:55][CH2:54][CH2:53]1.[Cl-].[NH4+]>O1CCCC1.CCCCCC>[CH:60]1([C:58]2([CH:52]3[CH2:53][CH2:54][CH2:55][CH2:56][CH2:57]3)[CH:10]3[CH2:9][N:8]([C:7]([C:1]4[CH:6]=[CH:5][CH:4]=[CH:3][CH:2]=4)([C:27]4[CH:28]=[CH:29][CH:30]=[CH:31][CH:32]=4)[C:21]4[CH:22]=[CH:23][CH:24]=[CH:25][CH:26]=4)[CH2:13][CH2:12][N:11]3[C:14](=[O:15])[O:59]2)[CH2:61][CH2:62][CH2:63][CH2:64][CH2:65]1 |f:5.6|. Procedure: 1,1-Dimethylethyl 4-(triphenylmethyl)-1-piperazine carboxylate (1.0 g, 2.3 mmol) and tetramethylethylenediamine (1.0 g, 8.6 mmol) were dissolved in tetrahydrofuran (10 mL), which was cooled to −78° C. A 1.0 M solution of sec-butyllithium in hexane and cyclohexane (7.2 mL, 7.2 mmol) was added thereto, and the mixture was stirred for 2 hours and the temperature was elevated to −50° C. After cooling to −78° C. again, a solution of dicyclohexyl ketone (1.1 g, 5.9 mmol) in tetrahydrofuran (10 mL) was...